From a dataset of the Open Reaction Database (ORD), a public repository of structured organic reaction records. describe an organic reaction: reactants, conditions, products, and yield Reaction SMILES: [Cl:1][C:2]1[CH:3]=[CH:4][C:5]2[O:9][C:8]([C:10](O)=[O:11])=[C:7]([CH3:13])[C:6]=2[C:14]=1[O:15][CH3:16].B.C1COCC1>C1COCC1>[Cl:1][C:2]1[CH:3]=[CH:4][C:5]2[O:9][C:8]([CH2:10][OH:11])=[C:7]([CH3:13])[C:6]=2[C:14]=1[O:15][CH3:16] |f:1.2|. The solvent is C1CCOC1 (THF). Yield: 99.0%. The reactants are ClC=1C=CC2=C(C(=C(O2)C(=O)O)C)C1OC (5-chloro-4-methoxy-3-methyl-benzofuran-2-carboxylic acid), B.C1CCOC1 (BH3/THF). Reported procedure: To 0.31 g (1.3 mmol) 5-chloro-4-methoxy-3-methyl-benzofuran-2-carboxylic acid (Example 116, Step 3) in 10 mL of THF under nitrogen was added 1.0M BH3/THF solution (1.8 mL; 1.8 mmol; 1.4 eq). The reaction was stirred overnight and then quenched cautiously with water and extracted twice with ethyl acetate. The combined organic layers were washed with 1N sodium hydroxide and then brine, dried over magnesium sulfate, filtered and concentrated in vacuo to give (5-chloro-4-methoxy-3-methyl benzofuran-... Product: ClC=1C=CC2=C(C(=C(O2)CO)C)C1OC ((5-chloro-4-methoxy-3-methyl benzofuran-2-yl)-methanol). Reaction conditions: time 8 hour. Reactants: OCCCCCCCCCC(=O)O (10-hydroxydecanoic acid), ON1C(C=2C(C1=O)=CC=CC2)=O (N-hydroxyphthalimide), C1(CCCCC1)N=C=NC1CCCCC1 (N, N′-dicyclohexylcarbodimide). The solvent is ClCCl (dichloromethane). Run at time 45 minute. Yields the product OCCCCCCCCCC(=O)ON1C(C=2C(C1=O)=CC=CC2)=O (Phthalimidyl 10-hydroxydecanoate). The yield is 51.0%. Reaction SMILES: [OH:1][CH2:2][CH2:3][CH2:4][CH2:5][CH2:6][CH2:7][CH2:8][CH2:9][CH2:10][C:11]([OH:13])=[O:12].O[N:15]1[C:19](=[O:20])[C:18]2=[CH:21][CH:22]=[CH:23][CH:24]=[C:17]2[C:16]1=[O:25].C1(N=C=NC2CCCCC2)CCCCC1>ClCCl>[OH:1][CH2:2][CH2:3][CH2:4][CH2:5][CH2:6][CH2:7][CH2:8][CH2:9][CH2:10][C:11]([O:13][N:15]1[C:16](=[O:25])[C:17]2=[CH:24][CH:23]=[CH:22][CH:21]=[C:18]2[C:19]1=[O:20])=[O:12]. Procedure: To a solution of 10-hydroxydecanoic acid (1.880 g, 10 mmol) in dichloromethane (25 mL) at room temperature was added N-hydroxyphthalimide (NHP) (1.63 g, 10 mmol) followed by N, N′-dicyclohexylcarbodimide (DCC) (2.1 g, 10 mmol). Quantitative conversion to product was achieved after stirring at room temperature for 45 minutes as determined by tlc using silica gel (ethyl acetate/heptane 4:1; Rf=0.28). The precipitate was removed by filtration and the filtrate was evaporated to dryness. The residue ... The reactants are Cc1ccc(S(=O)(=O)O)cc1, Cc1ccc(CCO)o1, CC(C)=O, [Na+], [OH-], NS(=O)(=O)c1ccccc1. Product: Cc1ccc(CCNS(=O)(=O)c2ccccc2)o1. RXN SMILES: [CH3:13][c:14]1[cH:15][cH:16][c:17]([S:18]([OH:19])(=[O:20])=[O:21])[cH:22][cH:23]1.[CH3:24][c:25]1[cH:26][cH:27][c:28]([CH2:30][CH2:31][OH:32])[o:29]1.[CH3:33][C:34](=[O:35])[CH3:36].[Na+:12].[OH-:11].[c:1]1([S:7](=[O:8])(=[O:9])[NH2:10])[cH:2][cH:3][cH:4][cH:5][cH:6]1>>[c:1]1([S:7](=[O:8])(=[O:9])[NH:10][CH2:31][CH2:30][c:28]2[cH:27][cH:26][c:25]([CH3:24])[o:29]2)[cH:2][cH:3][cH:4][cH:5][cH:6]1. Starting materials: CCOC(=O)C.CCCCCC (EtOAc hexane), IC (Iodomethane), [H-].[Na+] (sodium hydride), ClC=1C=C2C(=NC1C1=CC=C(C=C1)C1=CC=CC=C1)N=C(N2COCC[Si](C)(C)C)O[C@@H]2CO[C@H]1[C@@H]2OC[C@H]1O ((3R,3aR,6R,6aR)-6-[6-chloro-5-(4-phenylphenyl)-1-(2-trimethylsilylethoxymethyl)imidazo[4,5-b]pyridin-2-yl]oxy-2,3,3a,5,6,6a-hexahydrofuro[3,2-b]furan-3-ol). Run in CN(C)C=O (DMF), CCOC(=O)C (EtOAc). Run at time 4 hour. The product is CO[C@H]1[C@@H]2[C@H](OC1)[C@@H](CO2)OC=2N(C=1C(=NC(=C(C1)Cl)C1=CC=C(C=C1)C1=CC=CC=C1)N2)COCC[Si](C)(C)C (2-[[2-[[(3R,3aR,6R,6aR)-3-methoxy-2,3,3a,5,6,6a-hexahydrofuro[3,2-b]furan-6-yl]oxy]-6-chloro-5-(4-phenylphenyl)imidazo[4,5-b]pyridin-1-yl]methoxy]ethyl-trimethyl-silane). Reaction SMILES: IC.[H-].[Na+].[Cl:5][C:6]1[CH:7]=[C:8]2[N:26]([CH2:27][O:28][CH2:29][CH2:30][Si:31]([CH3:34])([CH3:33])[CH3:32])[C:25]([O:35][C@H:36]3[C@H:40]4[O:41][CH2:42][C@@H:43]([OH:44])[C@H:39]4[O:38][CH2:37]3)=[N:24][C:9]2=[N:10][C:11]=1[C:12]1[CH:17]=[CH:16][C:15]([C:18]2[CH:23]=[CH:22][CH:21]=[CH:20][CH:19]=2)=[CH:14][CH:13]=1.[CH3:45]COC(C)=O.CCCCCC>CN(C=O)C.CCOC(C)=O>[CH3:45][O:44][C@@H:43]1[CH2:42][O:41][C@@H:40]2[C@H:36]([O:35][C:25]3[N:26]([CH2:27][O:28][CH2:29][CH2:30][Si:31]([CH3:34])([CH3:33])[CH3:32])[C:8]4[C:9]([N:24]=3)=[N:10][C:11]([C:12]3[CH:17]=[CH:16][C:15]([C:18]5[CH:23]=[CH:22][CH:21]=[CH:20][CH:19]=5)=[CH:14][CH:13]=3)=[C:6]([Cl:5])[CH:7]=4)[CH2:37][O:38][C@H:39]12 |f:1.2,4.5|. Reported procedure: Iodomethane (40 μl, 0.640 mmol) and sodium hydride (7.7 mg, 0.193 mmol) were added to a stirred solution of (3R,3aR,6R,6aR)-6-[6-chloro-5-(4-phenylphenyl)-1-(2-trimethylsilylethoxymethyl)imidazo[4,5-b]pyridin-2-yl]oxy-2,3,3a,5,6,6a-hexahydrofuro[3,2-b]furan-3-ol (35.6 mg, 0.061 mmol) in DMF (0.2 ml). The reaction mixture was stirred at room temperature for 4 hours. The reaction mixture was then partitioned between EtOAc (40 ml), water (10 ml), and 2 N HCl (10 ml). The organic layer was washed wi... The reactants are NC1=CC=C2C=CC=NC2=C1 (7-aminoquinoline), FC1=CC=C(C=C1)C1=NC(=C(C(=O)O)C=C1)COC (6-(4-fluorophenyl)-2-(methoxymethyl)-nicotinic acid). The product is FC1=CC=C(C=C1)C1=NC(=C(C(=O)NC2=CC=C3C=CC=NC3=C2)C=C1)COC (6-(4-Fluorophenyl)-2-(methoxymethyl)-N-quinolin-7-yl-nicotinamide). RXN SMILES: [NH2:1][C:2]1[CH:11]=[C:10]2[C:5]([CH:6]=[CH:7][CH:8]=[N:9]2)=[CH:4][CH:3]=1.[F:12][C:13]1[CH:18]=[CH:17][C:16]([C:19]2[CH:27]=[CH:26][C:22]([C:23](O)=[O:24])=[C:21]([CH2:28][O:29][CH3:30])[N:20]=2)=[CH:15][CH:14]=1>>[F:12][C:13]1[CH:18]=[CH:17][C:16]([C:19]2[CH:27]=[CH:26][C:22]([C:23]([NH:1][C:2]3[CH:11]=[C:10]4[C:5]([CH:6]=[CH:7][CH:8]=[N:9]4)=[CH:4][CH:3]=3)=[O:24])=[C:21]([CH2:28][O:29][CH3:30])[N:20]=2)=[CH:15][CH:14]=1. Procedure details: Using the procedure outlined in Example 56, the title compound was prepared from 7-aminoquinoline (D55) (11 mg, 0.076 mmol) and 6-(4-fluorophenyl)-2-(methoxymethyl)-nicotinic acid (D86) (19 mg, 0.073 mmol) as an orange solid. 1H NMR (250 MHz, CDCl3) δ (ppm): 10.40 (br.s, 1H), 8.92 (dd, 1H), 8.41 (d, 1H), 8.29 (d, 1H), 8.05-8.20 (m, 4H), 7.85 (m, 2H), 7.36 (dd, 1H), 7.20 (t, 2H), 4.91 (s, 2H), 3.68 (s, 3H). The reactants are FC1=C2C(=C(C(=NC2=CC(=C1)F)N1CCNCC1)C)NC=1C=NC=C(C1)N1CCOCC1 (5,7-difluoro-3-methyl-N-(5-morpholinopyridin-3-yl)-2-(piperazin-1-yl)quinolin-4-amine), ClC(=O)OCC (ethyl chloroformate). Product: FC1=C2C(=C(C(=NC2=CC(=C1)F)N1CCN(CC1)C(=O)OCC)C)NC=1C=NC=C(C1)N1CCOCC1 (ethyl 4-(5,7-difluoro-3-methyl-4-(5-morpholinopyridin-3-ylamino)quinolin-2-yl)piperazine-1-carboxylate). RXN SMILES: [F:1][C:2]1[CH:11]=[C:10]([F:12])[CH:9]=[C:8]2[C:3]=1[C:4]([NH:20][C:21]1[CH:22]=[N:23][CH:24]=[C:25]([N:27]3[CH2:32][CH2:31][O:30][CH2:29][CH2:28]3)[CH:26]=1)=[C:5]([CH3:19])[C:6]([N:13]1[CH2:18][CH2:17][NH:16][CH2:15][CH2:14]1)=[N:7]2.Cl[C:34]([O:36][CH2:37][CH3:38])=[O:35]>>[F:1][C:2]1[CH:11]=[C:10]([F:12])[CH:9]=[C:8]2[C:3]=1[C:4]([NH:20][C:21]1[CH:22]=[N:23][CH:24]=[C:25]([N:27]3[CH2:32][CH2:31][O:30][CH2:29][CH2:28]3)[CH:26]=1)=[C:5]([CH3:19])[C:6]([N:13]1[CH2:14][CH2:15][N:16]([C:34]([O:36][CH2:37][CH3:38])=[O:35])[CH2:17][CH2:18]1)=[N:7]2. Procedure details: Prepared according to Procedure N using 5,7-difluoro-3-methyl-N-(5-morpholinopyridin-3-yl)-2-(piperazin-1-yl)quinolin-4-amine (50 mg, 0.11 mmol) and ethyl chloroformate to give ethyl 4-(5,7-difluoro-3-methyl-4-(5-morpholinopyridin-3-ylamino)quinolin-2-yl)piperazine-1-carboxylate. 1H NMR (DMSO-d6) δ ppm 1.09 (t, J=7.2 Hz, 3H), 2.13 (s, 3H), 3.04-3.06 (m, 4H), 3.27 (s, 4H), 3.55 (s, 4H), 3.68-3.70 (m, 4H), 4.08 (q, J=6.8 Hz, 2H,), 6.49 (m, 1H), 7.14-7.20 (m, 1H), 7.29 (dd, J=9.8 Hz, J=2 Hz, 1H), 7... The reactants are COC1=C(C=NC(=C1)OC)C1=N[C@@H]2CC[C@H](C[C@@H]2C2=CC(=C(C=C12)OC)OCC)O ((2R,4aR,10bR)-6-(4,6-Dimethoxy-pyridin-3-yl)-9-ethoxy-8-methoxy-1,2,3,4,4a,10b-hexahydro-phenanthridin-2-ol), C(\C=C\C(=O)O)(=O)O (fumaric acid). The solvent is CC(=O)C (acetone), CC(=O)C (acetone), C(C)(C)O (isopropanol). The product is C(\C=C\C(=O)O)(=O)O.COC1=C(C=NC(=C1)OC)C1=N[C@@H]2CC[C@H](C[C@@H]2C2=CC(=C(C=C12)OC)OCC)O ((2R,4aR,10bR)-6-(4,6-Dimethoxy-pyridin-3-yl)-9-ethoxy-8-methoxy-1,2,3,4,4a,10b-hexahydro-phenanthridin-2-ol fumarate). The yield is 39.9%. As a reaction SMILES: [CH3:1][O:2][C:3]1[CH:8]=[C:7]([O:9][CH3:10])[N:6]=[CH:5][C:4]=1[C:11]1[C:24]2[C:19](=[CH:20][C:21]([O:27][CH2:28][CH3:29])=[C:22]([O:25][CH3:26])[CH:23]=2)[C@@H:18]2[C@@H:13]([CH2:14][CH2:15][C@@H:16]([OH:30])[CH2:17]2)[N:12]=1.[C:31]([OH:38])(=[O:37])/[CH:32]=[CH:33]/[C:34]([OH:36])=[O:35]>CC(C)=O.C(O)(C)C>[C:31]([OH:38])(=[O:37])/[CH:32]=[CH:33]/[C:34]([OH:36])=[O:35].[CH3:1][O:2][C:3]1[CH:8]=[C:7]([O:9][CH3:10])[N:6]=[CH:5][C:4]=1[C:11]1[C:24]2[C:19](=[CH:20][C:21]([O:27][CH2:28][CH3:29])=[C:22]([O:25][CH3:26])[CH:23]=2)[C@@H:18]2[C@@H:13]([CH2:14][CH2:15][C@@H:16]([OH:30])[CH2:17]2)[N:12]=1 |f:4.5|. Procedure: (2R,4aR,10bR)-6-(4,6-Dimethoxy-pyridin-3-yl)-9-ethoxy-8-methoxy-1,2,3,4,4a,10b-hexahydro-phenanthridin-2-ol (41.2 mg, 0.1 mmol) are dissolved in 0.5 ml of acetone. 12.8 mg (0.11 mmol) of fumaric acid (dissolved in 0.5 ml of a 82:18 mixture of acetone and isopropanol) are added. The crystals are filtered off and dried to obtain 21.1 mg (40%) of the title compound (m.p.: 194° C.). Reactants: C[O-], COC(=O)C1=NN(C)c2ccc(CN3CCOCC3)cc2S1(=O)=O, CO, NCc1ccc(Cl)cc1, [Na+]. Product: CN1N=C(C(=O)NCc2ccc(Cl)cc2)S(=O)(=O)c2cc(CN3CCOCC3)ccc21. Reaction SMILES: [CH3:10][O-:11].[CH3:13][N:14]1[N:15]=[C:16]([C:33](=[O:34])[O:35][CH3:36])[S:17](=[O:31])(=[O:32])[c:18]2[c:19]1[cH:20][cH:21][c:22]([CH2:24][N:25]1[CH2:26][CH2:27][O:28][CH2:29][CH2:30]1)[cH:23]2.[CH3:37][OH:38].[Cl:1][c:2]1[cH:3][cH:4][c:5]([CH2:6][NH2:7])[cH:8][cH:9]1.[Na+:12]>>[Cl:1][c:2]1[cH:3][cH:4][c:5]([CH2:6][NH:7][C:33]([C:16]2=[N:15][N:14]([CH3:13])[c:19]3[c:18]([cH:23][c:22]([CH2:24][N:25]4[CH2:26][CH2:27][O:28][CH2:29][CH2:30]4)[cH:21][cH:20]3)[S:17]2(=[O:31])=[O:32])=[O:34])[cH:8][cH:9]1. Reactants: C(C)(=O)O[C@H]1[C@@H]([C@H]2N=C(S[C@H]2O[C@@H]1COC(C)=O)NCCOCC1=CC=CC=C1)OC(C)=O ((3aR,5R,6S,7R,7aR)-5-(acetoxymethyl)-2-(2-(benzyloxy)ethylamino)-5,6,7,7a-tetrahydro-3aH-pyrano[3,2-d]thiazole-6,7-diyl diacetate), C([O-])([O-])=O.[K+].[K+] (potassium carbonate), C(C)(=O)OCC (ethyl acetate), C(C)(=O)O (acetic acid). Run in CO (methanol). Yields the product C(C1=CC=CC=C1)OCCNC=1S[C@@H]2[C@H](N1)[C@H]([C@@H]([C@H](O2)CO)O)O ((3aR,5R,6S,7R,7aR)-2-(2-(benzyloxy)ethylamino)-5-(hydroxymethyl)-5,6,7,7a-tetrahydro-3aH-pyrano[3,2-d]thiazole-6,7-diol). Isolated yield 77.4%. Reaction SMILES: C([O:4][C@@H:5]1[C@@H:13]([CH2:14][O:15]C(=O)C)[O:12][C@H:11]2[C@H:7]([N:8]=[C:9]([NH:19][CH2:20][CH2:21][O:22][CH2:23][C:24]3[CH:29]=[CH:28][CH:27]=[CH:26][CH:25]=3)[S:10]2)[C@H:6]1[O:30]C(=O)C)(=O)C.C(=O)([O-])[O-].[K+].[K+].C(O)(=O)C.C(OCC)(=O)C>CO>[CH2:23]([O:22][CH2:21][CH2:20][NH:19][C:9]1[S:10][C@H:11]2[O:12][C@H:13]([CH2:14][OH:15])[C@@H:5]([OH:4])[C@H:6]([OH:30])[C@H:7]2[N:8]=1)[C:24]1[CH:29]=[CH:28][CH:27]=[CH:26][CH:25]=1 |f:1.2.3|. Procedure: A solution of 129 (4.5 g, 9.4 mmol) in methanol (40 mL) was treated with potassium carbonate (260 mg, 2 mmol) for 3 hours at room temperature, then neutralized by the addition of acetic acid (0.5 mL). Volatiles were distilled out to give a residue, which was solidified from ethyl acetate. The solids were washed with ethyl acetate (3×20 mL) to give 130 as a light yellow solid (2.58 g, 80%). (ES, m/z) [M+H]+ 355.0; 1H NMR (300 MHz, D2O) δ 7.27-7.37 (m, 5H), 6.17 (d, J=6.3 Hz, 1H), 4.48 (s, 2H), 4.... The reactants are CC(=CCO)C (3-methyl-2-buten-1-ol), CC(=CC=O)C (3,3-dimethylacrolein), C(C1=CC=CC=C1)(=O)OOC(C1=CC=CC=C1)=O (dibenzoyl peroxide). Solvent: O (water). Yields the product 105, CC(C)=CCCC(C)=CC=O (citral). As a reaction SMILES: [CH3:1][C:2]([CH3:6])=[CH:3][CH2:4][OH:5].[CH3:7][C:8]([CH3:12])=[CH:9][CH:10]=O.C(OOC(=O)C1C=CC=CC=1)(=O)C1C=CC=CC=1>O>[CH3:7][C:8](=[CH:9][CH2:10][CH2:1][C:2](=[CH:3][CH:4]=[O:5])[CH3:6])[CH3:12]. Reported procedure: 100 parts of 3-methyl-2-buten-1-ol is brought to refluxing temperature (140°C) and 100 parts of 3,3-dimethylacrolein in which 2 parts of dibenzoyl peroxide has been dissolved is introduced in the course of one hour while stirring. The reaction mixture is then heated for another three hours at 140°C, while the water formed is continuously removed using pentane as entrainer. Working up gives 105 parts of citral. The yield is thus 86% of theory based on 3,3-dimethylacrolein at a conversion of 67%.